This data is from the Open Reaction Database (ORD), a public repository of structured organic reaction records. The task is: describe an organic reaction: reactants, conditions, products, and yield Reactants: {[(t-Bu)2P(OH)]2PdCl}2, ClC=1C=C(C=CC1)OC (3-chloroanisole), C1(=CC=CC=C1)B(O)O (PhB(OH)2), [F-].[Cs+] (CsF). Run in COCCOC (DME). The product is C1(=CC=CC=C1)C=1C=C(C=CC1)OC (3-phenylanisole). The yield is 93.9%. Reaction SMILES: Cl[C:2]1[CH:3]=[C:4]([O:8][CH3:9])[CH:5]=[CH:6][CH:7]=1.[C:10]1(B(O)O)[CH:15]=[CH:14][CH:13]=[CH:12][CH:11]=1.[F-].[Cs+]>COCCOC>[C:10]1([C:2]2[CH:3]=[C:4]([O:8][CH3:9])[CH:5]=[CH:6][CH:7]=2)[CH:15]=[CH:14][CH:13]=[CH:12][CH:11]=1 |f:2.3|. Procedure: A 100 mL of reactor equipped with magnetic stir bar was charged with 150 mg (0.161 mmol) of {[(t-Bu)2P(OH)]2PdCl}2 (from Experiment 7), 1.43 g (10.0 mmol) of 3-chloroanisole, 1.83 g (15.0 mmol) of PhB(OH)2 and 4.56 g (30.0 mmol) of CsF in 30.0 mL of DME. The resulting mixture was refluxed for 12 h until the starting material was completely consumed as judged by TLC. The reaction was cooled to room temperature, transferred to a separatory funnel, and diluted with 300 mL of diethyl ether. The laye...